From a dataset of the Open Reaction Database (ORD), a public repository of structured organic reaction records. describe an organic reaction: reactants, conditions, products, and yield Reactants: C1CNC1, O=C(O)c1cccc(-c2nc(N3CCOCC3)nc3c2CCN3c2ccncc2)c1. Product: O=C(c1cccc(-c2nc(N3CCOCC3)nc3c2CCN3c2ccncc2)c1)N1CCC1. As a reaction SMILES: [CH2:31]1[CH2:32][NH:33][CH2:34]1.[O:1]1[CH2:2][CH2:3][N:4]([c:7]2[n:8][c:9](-[c:22]3[cH:23][c:24]([C:25](=[O:26])[OH:27])[cH:28][cH:29][cH:30]3)[c:10]3[c:11]([n:12]2)[N:13]([c:16]2[cH:17][cH:18][n:19][cH:20][cH:21]2)[CH2:14][CH2:15]3)[CH2:5][CH2:6]1>>[O:1]1[CH2:2][CH2:3][N:4]([c:7]2[n:8][c:9](-[c:22]3[cH:23][c:24]([C:25](=[O:27])[N:33]4[CH2:32][CH2:31][CH2:34]4)[cH:28][cH:29][cH:30]3)[c:10]3[c:11]([n:12]2)[N:13]([c:16]2[cH:17][cH:18][n:19][cH:20][cH:21]2)[CH2:14][CH2:15]3)[CH2:5][CH2:6]1. The reactants are NC1=C(C(C(=O)O)=CC=C1O)C(=O)O (3-amino-4-hydroxyphthalic acid), Cl.NC1C(NC(CC1)=O)=O (3-aminopiperidine-2,6-dione hydrochloride). Yields the product NC1=C2C(N(C(C2=CC=C1O)=O)C1C(NC(CC1)=O)=O)=O (4-amino-2-(2,6-dioxopiperidin-3-yl)-5-hydroxyisoindoline-1,3-dione). Reaction SMILES: [NH2:1][C:2]1[C:10]([OH:11])=[CH:9][CH:8]=[C:4]([C:5]([OH:7])=O)[C:3]=1[C:12]([OH:14])=O.Cl.[NH2:16][CH:17]1[CH2:22][CH2:21][C:20](=[O:23])[NH:19][C:18]1=[O:24]>>[NH2:1][C:2]1[C:10]([OH:11])=[CH:9][CH:8]=[C:4]2[C:3]=1[C:12](=[O:14])[N:16]([CH:17]1[CH2:22][CH2:21][C:20](=[O:23])[NH:19][C:18]1=[O:24])[C:5]2=[O:7] |f:1.2|. Procedure: reacting 3-amino-4-hydroxyphthalic acid with 3-aminopiperidine-2,6-dione hydrochloride, or an enantiomer or a mixture of enantiomers thereof; to form 4-amino-2-(2,6-dioxopiperidin-3-yl)-5-hydroxyisoindoline-1,3-dione. Reactants: FC1=CC=C(C(=O)Cl)C=C1 (4-fluorobenzoic chloride), FC1=CC=C(C(=O)Cl)C=C1 (4-fluorobenzoic chloride), FC1=CC=C(C(=O)NC2=C(C=CC=C2)OC(C2=CC=C(C=C2)F)=O)C=C1 (4-fluoro-Benzoic acid 2-[(4-fluorobenzoyl)amino]phenyl ester), NC1=C(C=CC=C1)O (2-aminophenol), FC1=CC=C(C(=O)Cl)C=C1 (4-fluorobenzoic chloride). The product is FC1=CC=C(C(=O)NC2=C(C=CC=C2)O)C=C1 (4-Fluoro-N-(2-hydroxyphenyl)-benzamide). As a reaction SMILES: FC1C=CC(C(Cl)=O)=CC=1.NC1C=CC=CC=1O.[F:19][C:20]1[CH:44]=[CH:43][C:23]([C:24]([NH:26][C:27]2[CH:32]=[CH:31][CH:30]=[CH:29][C:28]=2[O:33]C(=O)C2C=CC(F)=CC=2)=[O:25])=[CH:22][CH:21]=1>>[F:19][C:20]1[CH:44]=[CH:43][C:23]([C:24]([NH:26][C:27]2[CH:32]=[CH:31][CH:30]=[CH:29][C:28]=2[OH:33])=[O:25])=[CH:22][CH:21]=1. Reported procedure: The examples below serve to illustrate the process according to the invention in more detail. 4-fluorobenzoic chloride (B) was added drop wise to a mixture of 2-aminophenol (A) in the respective solvent. The concentration of the 4-fluorobenzoic chloride (B) in the solvent [g/ml] is given in table 1. Afterwards the reaction was stirred under nitrogen. The conditions and results are listed in table 1. The amount of base is given as mol-equivalents based on the amount of 4-fluorobenzoic chloride (B... Reactants: NC1=C(N(C=C1C1CCCC1)C1=CC=C(C=C1)OC1=CC=CC=C1)C#N (3-amino-4-cyclopentyl-1-(4-phenoxyphenyl)-1H-2-pyrrolecarbonitrile), C(C)(=O)O.C(=N)N (formamidine acetate). The solvent is C(C)O (ethanol). Conditions: temperature 85 celsius. The product is C1(CCCC1)C1=CN(C2=C1N=CN=C2N)C2=CC=C(C=C2)OC2=CC=CC=C2 (7-cyclopentyl-5-(4-phenoxyphenyl)-5H-pyrrolo[3,2-d]pyrimidin-4-amine). The yield is 72.6%. Reaction SMILES: N[C:2]1[C:6]([CH:7]2[CH2:11][CH2:10][CH2:9][CH2:8]2)=[CH:5][N:4]([C:12]2[CH:17]=[CH:16][C:15]([O:18][C:19]3[CH:24]=[CH:23][CH:22]=[CH:21][CH:20]=3)=[CH:14][CH:13]=2)[C:3]=1[C:25]#[N:26].C(O)(=O)C.[CH:31]([NH2:33])=[NH:32]>C(O)C>[CH:7]1([C:6]2[C:2]3[N:32]=[CH:31][N:33]=[C:25]([NH2:26])[C:3]=3[N:4]([C:12]3[CH:13]=[CH:14][C:15]([O:18][C:19]4[CH:24]=[CH:23][CH:22]=[CH:21][CH:20]=4)=[CH:16][CH:17]=3)[CH:5]=2)[CH2:8][CH2:9][CH2:10][CH2:11]1 |f:1.2|. Procedure details: A mixture of the 3-amino-4-cyclopentyl-1-(4-phenoxyphenyl)-1H-2-pyrrolecarbonitrile (185 mg, 0.539 mmol) in absolute ethanol (10 mL) was treated with formamidine acetate (450 mg, 4.33 mmol) then heated at 85° C. for 2 hours. The solvent was evaporated under reduced pressure then the residue was purified by preparative reverse phase HPLC to provide 145 mg (73%) of the title compound as a white solid after lyophilization: 1H NMR (DMSO-d6, 400 MHz) δ 8.19 (s, 1H), 7.44 (m, 5H), 7.19 (t, 1H), 7.13 (... Reactants: CC1=C(C(=NO1)C1=CC=CC=C1)C(=O)NN (5-methyl-3-phenyl-isoxazole-4-carboxylic acid hydrazide), FC(C1=CC=C(C(=O)O)C=C1)(F)F (4-trifluoromethyl-benzoic acid). Product: CC1=C(C(=NO1)C1=CC=CC=C1)C=1OC(=NN1)C1=CC=C(C=C1)C(F)(F)F (2-(5-Methyl-3-phenyl-isoxazol-4-yl)-5-(4-trifluoromethyl-phenyl)-[1,3,4]oxadiazole). The yield is 33.0%. RXN SMILES: [CH3:1][C:2]1[O:6][N:5]=[C:4]([C:7]2[CH:12]=[CH:11][CH:10]=[CH:9][CH:8]=2)[C:3]=1[C:13]([NH:15][NH2:16])=[O:14].[F:17][C:18]([F:29])([F:28])[C:19]1[CH:27]=[CH:26][C:22]([C:23](O)=O)=[CH:21][CH:20]=1>>[CH3:1][C:2]1[O:6][N:5]=[C:4]([C:7]2[CH:12]=[CH:11][CH:10]=[CH:9][CH:8]=2)[C:3]=1[C:13]1[O:14][C:23]([C:22]2[CH:21]=[CH:20][C:19]([C:18]([F:17])([F:28])[F:29])=[CH:27][CH:26]=2)=[N:16][N:15]=1. Procedure: As described for example 2, 5-methyl-3-phenyl-isoxazole-4-carboxylic acid hydrazide (200 mg, 0.92 mmol) was converted using 4-trifluoromethyl-benzoic acid instead of o-toluic acid to the title compound (SiO2, heptane:ethyl acetate:dichloromethane=70:10:20 to 40:40:20, 114 mg, 33%) which was obtained as a white solid. MS: m/e=372.0 [M+H]+. The reactants are CCOCC (ether), Cl.C1(NCC2CCCCC12)C(=O)O (Octahydro-1H-isoindole-1-carboxylic acid hydrochloride), C(C)(=O)O (acetic acid). The reagents and catalysts are [Rh] (rhodium/carbon). Run in CO (methanol). Yields the product Cl.C1(NCC2=CC=CC=C12)C(=O)OC (2,3-dihydro-1H-isoindole-1-carboxylic acid, methyl ester, hydrochloride), Cl.C1(NCC2CCCCC12)C(=O)OC (methyl octahydro-1H-isoindole-1-carboxylate hydrochloride). RXN SMILES: [ClH:1].[CH:2]1([C:11]([OH:13])=[O:12])[CH:10]2[CH:5]([CH2:6][CH2:7][CH2:8][CH2:9]2)[CH2:4][NH:3]1.[C:14](O)(=O)C.[CH3:18]COCC>CO.[Rh]>[ClH:1].[CH:2]1([C:11]([O:13][CH3:14])=[O:12])[C:10]2[C:5](=[CH:6][CH:7]=[CH:8][CH:9]=2)[CH2:4][NH:3]1.[ClH:1].[CH:2]1([C:11]([O:13][CH3:18])=[O:12])[CH:10]2[CH:5]([CH2:6][CH2:7][CH2:8][CH2:9]2)[CH2:4][NH:3]1 |f:0.1,6.7,8.9|. Procedure details: Octahydro-1H-isoindole-1-carboxylic acid hydrochloride used as an intermediate in this preparation is obtained by the following method. Following a procedure given in Gazz. Chim. Ital, 106, 65(1976), 2,3-dihydro-1H-isoindole-1-carboxylic acid, methyl ester, hydrochloride is prepared. This compound, 2.14 g, is dissolved in 100 ml of methanol and 5 ml of acetic acid and hydrogenated over 0.5 g of 10% rhodium/carbon catalyst. The catalyst is removed by filtration and the filtrate is concentrated to... The reactants are C(C)OP(=O)(OCC)C1=C(SC=C1P(=O)(OCC)OCC)I (3,4-bis(diethoxyphosphoryl)-2-iodothiophene), [F-].[K+] (potassium fluoride), [Cu]C#N (copper(I) cyanide), C(CCC)[Sn](C=1SC=CC1)(CCCC)CCCC (2-tributylstannylthiophene). Reagents/catalysts: [Pd] (palladium). Solvent: C1(=CC=CC=C1)C (toluene). Reaction conditions: temperature 70 celsius, time 9.25 hour. Yields the product C(C)OP(=O)(OCC)C1=C(SC=C1P(=O)(OCC)OCC)C=1SC=CC1 (3,4-bis(diethoxyphosphoryl)-[2,2′]bithiophene). Reaction SMILES: [CH2:1]([O:3][P:4]([C:9]1[C:13]([P:14]([O:19][CH2:20][CH3:21])([O:16][CH2:17][CH3:18])=[O:15])=[CH:12][S:11][C:10]=1I)([O:6][CH2:7][CH3:8])=[O:5])[CH3:2].[Cu]C#N.C([Sn](CCCC)(CCCC)[C:31]1[S:32][CH:33]=[CH:34][CH:35]=1)CCC.[F-].[K+]>[Pd].C1(C)C=CC=CC=1>[CH2:1]([O:3][P:4]([C:9]1[C:13]([P:14]([O:19][CH2:20][CH3:21])([O:16][CH2:17][CH3:18])=[O:15])=[CH:12][S:11][C:10]=1[C:31]1[S:32][CH:33]=[CH:34][CH:35]=1)([O:6][CH2:7][CH3:8])=[O:5])[CH3:2] |f:3.4|. Procedure details: 3,4-bis(diethoxyphosphoryl)-2-iodothiophene, different types of palladium catalysts (0.05 equivalents, commercially available products) indicated in the following Table 5 and commercially available copper(I) cyanide (0.20 equivalents) were dissolved in toluene, to which 2-tributylstannylthiophene (1.2 equivalents) was added at room temperature. Thereafter, the reaction mixture was heated to 70° C. and stirred for 8.5 to 10 hours. After the reaction, the reaction mixture was cooled down to room t... Reactants: N[C@@H]1C(N(C[C@H](CC1)C1=CC=CC=C1)CC1CC1)=O ((3S,6R)-3-amino-1-(cyclopropylmethyl)-6-phenylazepan-2-one), O=C1NC2=CC=CC=C2CN1C1CCN(CC1)C(=O)Cl (4-(2-oxo-1,4-dihydroquinazolin-3(2H)-yl)piperidine-1-carbonyl chloride). Yields the product C1(CC1)CN1C([C@H](CC[C@@H](C1)C1=CC=CC=C1)NC(=O)N1CCC(CC1)N1C(NC2=CC=CC=C2C1)=O)=O (N-[(3S,6R)-1-(Cyclopropylmethyl)-2-oxo-6-phenylazepan-3-yl]-4-(2-oxo-1,4-dihydroquinazolin-3(2H)-yl)piperidine-1-carboxamide). Reaction SMILES: [NH2:1][C@H:2]1[CH2:8][CH2:7][C@H:6]([C:9]2[CH:14]=[CH:13][CH:12]=[CH:11][CH:10]=2)[CH2:5][N:4]([CH2:15][CH:16]2[CH2:18][CH2:17]2)[C:3]1=[O:19].[O:20]=[C:21]1[N:30]([CH:31]2[CH2:36][CH2:35][N:34]([C:37](Cl)=[O:38])[CH2:33][CH2:32]2)[CH2:29][C:28]2[C:23](=[CH:24][CH:25]=[CH:26][CH:27]=2)[NH:22]1>>[CH:16]1([CH2:15][N:4]2[CH2:5][C@@H:6]([C:9]3[CH:14]=[CH:13][CH:12]=[CH:11][CH:10]=3)[CH2:7][CH2:8][C@H:2]([NH:1][C:37]([N:34]3[CH2:35][CH2:36][CH:31]([N:30]4[CH2:29][C:28]5[C:23](=[CH:24][CH:25]=[CH:26][CH:27]=5)[NH:22][C:21]4=[O:20])[CH2:32][CH2:33]3)=[O:38])[C:3]2=[O:19])[CH2:18][CH2:17]1. Procedure details: The title compound was prepared with (3S,6R)-3-amino-1-(cyclopropylmethyl)-6-phenylazepan-2-one and 4-(2-oxo-1,4-dihydroquinazolin-3(2H)-yl)piperidine-1-carbonyl chloride using a similar procedure to Example 4. MS 516 (M+1). Reactants: N#Cc1cccc(CBr)n1, COc1ccc(C(=O)c2c[nH]c3ccccc3c2=O)cc1C, CN(C)C=O. Yields the product COc1ccc(C(=O)c2cn(Cc3cccc(C#N)n3)c3ccccc3c2=O)cc1C. As a reaction SMILES: [Br:23][CH2:24][c:25]1[cH:26][cH:27][cH:28][c:29]([C:31]#[N:32])[n:30]1.[CH3:1][O:2][c:3]1[c:4]([CH3:22])[cH:5][c:6]([C:7](=[O:8])[c:9]2[cH:10][nH:11][c:12]3[cH:13][cH:14][cH:15][cH:16][c:17]3[c:18]2=[O:19])[cH:20][cH:21]1.[CH3:33][N:34]([CH3:35])[CH:36]=[O:37]>>[CH3:1][O:2][c:3]1[c:4]([CH3:22])[cH:5][c:6]([C:7](=[O:8])[c:9]2[cH:10][n:11]([CH2:24][c:25]3[cH:26][cH:27][cH:28][c:29]([C:31]#[N:32])[n:30]3)[c:12]3[cH:13][cH:14][cH:15][cH:16][c:17]3[c:18]2=[O:19])[cH:20][cH:21]1.